From a dataset of the Open Reaction Database (ORD), a public repository of structured organic reaction records. describe an organic reaction: reactants, conditions, products, and yield Reaction SMILES: CN(C)S([N:6]1[CH:10]=[CH:9][N:8]=[C:7]1[CH2:11][C:12]1[CH:17]=[CH:16][CH:15]=[CH:14][N:13]=1)(=O)=O.[OH-].[K+]>C(O)C>[N:13]1[CH:14]=[CH:15][CH:16]=[CH:17][C:12]=1[CH2:11][C:7]1[NH:8][CH:9]=[CH:10][N:6]=1 |f:1.2|. The reactants are CN(S(=O)(=O)N1C(=NC=C1)CC1=NC=CC=C1)C (N,N-dimethyl[2-(pyridin-2-ylmethyl)imidazol-1-yl]sulfonamide), aqueous solution, [OH-].[K+] (potassium hydroxide). Product: N1=C(C=CC=C1)CC=1NC=CN1 (2-(Pyridin-2-ylmethyl)imidazole). Run in C(C)O (ethanol). Procedure: To a solution of 0.21 g of N,N-dimethyl[2-(pyridin-2-ylmethyl)imidazol-1-yl]sulfonamide in ethanol (2 ml) was added a 2% aqueous solution (20 ml) of potassium hydroxide and the resulting mixture was heated under reflux for 11 hours. After distilling off the solvent under reduced pressure, the residue was purified by silica gel column chromatography (eluted with dichloromethane/methanol) to thereby give 0.053 g of the title compound as a colorless oily substance. The yield is 42.2%. The reactants are O=C(O)c1csc(Cl)n1, CC(C)(C)OC(=O)N1CCC(CN)C1. Product: CC(C)(C)OC(=O)N1CCC(CNC(=O)c2csc(Cl)n2)C1. As a reaction SMILES: [Cl:15][c:16]1[s:17][cH:18][c:19]([C:21](=[O:22])[OH:23])[n:20]1.[NH2:1][CH2:2][CH:3]1[CH2:4][N:5]([C:8](=[O:9])[O:10][C:11]([CH3:12])([CH3:13])[CH3:14])[CH2:6][CH2:7]1>>[NH:1]([CH2:2][CH:3]1[CH2:4][N:5]([C:8](=[O:9])[O:10][C:11]([CH3:12])([CH3:13])[CH3:14])[CH2:6][CH2:7]1)[C:21]([c:19]1[cH:18][s:17][c:16]([Cl:15])[n:20]1)=[O:22].